describe an organic reaction: reactants, conditions, products, and yield From a dataset of the Open Reaction Database (ORD), a public repository of structured organic reaction records. The reactants are FC1=CC=C2N=CC(N(C2=C1)CCN1CCC(CC1)NCC1=NOC(=C1)C=1SC=CC1)=O (7-fluoro-1-(2-(4-((5-(thiophen-2-yl)isoxazol-3-yl)methylamino)piperidin-1-yl)ethyl)quinoxalin-2(1H)-one), Cl.C(C)(=O)OCC (hydrogen chloride ethyl acetate). Solvent: C(Cl)(Cl)Cl (chloroform). Conditions: time 10 minute. Product: Cl.FC1=CC=C2N=CC(N(C2=C1)CCN1CCC(CC1)NCC1=NOC(=C1)C=1SC=CC1)=O (7-fluoro-1-(2-(4-((5-(thiophen-2-yl)isoxazol-3-yl)methylamino)piperidin-1-yl)ethyl)quinoxalin-2(1H)-one hydrochloride). As a reaction SMILES: [F:1][C:2]1[CH:11]=[C:10]2[C:5]([N:6]=[CH:7][C:8](=[O:32])[N:9]2[CH2:12][CH2:13][N:14]2[CH2:19][CH2:18][CH:17]([NH:20][CH2:21][C:22]3[CH:26]=[C:25]([C:27]4[S:28][CH:29]=[CH:30][CH:31]=4)[O:24][N:23]=3)[CH2:16][CH2:15]2)=[CH:4][CH:3]=1.[ClH:33].C(OCC)(=O)C>C(Cl)(Cl)Cl>[ClH:33].[F:1][C:2]1[CH:11]=[C:10]2[C:5]([N:6]=[CH:7][C:8](=[O:32])[N:9]2[CH2:12][CH2:13][N:14]2[CH2:15][CH2:16][CH:17]([NH:20][CH2:21][C:22]3[CH:26]=[C:25]([C:27]4[S:28][CH:29]=[CH:30][CH:31]=4)[O:24][N:23]=3)[CH2:18][CH2:19]2)=[CH:4][CH:3]=1 |f:1.2,4.5|. Procedure details: To 10 mL of a chloroform solution containing 232 mg of 7-fluoro-1-(2-(4-((5-(thiophen-2-yl)isoxazol-3-yl)methylamino)piperidin-1-yl)ethyl)quinoxalin-2(1H)-one, 1 mL of 4 mol/L hydrogen chloride/ethyl acetate was added, and stirred at room temperature for 10 min. The solvent was removed under reduced pressure, ethyl acetate was added, and the resulting solid was filtered to give 247 mg of 7-fluoro-1-(2-(4-((5-(thiophen-2-yl)isoxazol-3-yl)methylamino)piperidin-1-yl)ethyl)quinoxalin-2(1H)-one hydro... Reactants: NCCC[Si](OCC)(OCC)OCC (APTS), C1(=CC=CC=C1)NC=1C(C(C1)=O)=O.O[C@@H]1[C@@H](O)[C@@H](O)[C@H](O)[C@H](O1)CO (α-mannose phenylaminocyclobutenedione), C1(=CC=CC=C1)NC=1C(C(C1)=O)=O.O[C@@H]1[C@@H](O)[C@@H](O)[C@H](O)[C@H](O1)CO (α-mannose phenylaminocyclobutenedione). Run in C(C)O.O (Ethanol H2O), C(C)N(CC)CC (triethyamine), CCO (EtOH). Run at time 16 hour. Yields the product O[C@@H]1[C@@H](O)[C@@H](O)[C@H](O)[C@H](O1)CO (α-mannose). RXN SMILES: C1(NC2C(=O)C(=O)C=2)C=CC=CC=1.[OH:14][C@H:15]1[O:23][C@H:22]([CH2:24][OH:25])[C@@H:20]([OH:21])[C@H:18]([OH:19])[C@@H:16]1[OH:17].NCCC[Si](OCC)(OCC)OCC>C(O)C.O.C(N(CC)CC)C.CCO>[OH:14][C@H:15]1[O:23][C@H:22]([CH2:24][OH:25])[C@@H:20]([OH:21])[C@H:18]([OH:19])[C@@H:16]1[OH:17] |f:0.1,3.4|. Procedure: α-mannose phenylaminocyclobutenedione (250 mg; 0.37 mmol) was dissolved in a mixture of Ethanol/H2O (3/2) (10 mL) and triethyamine (400 μL) was added dropwise to the solution of APTS (Aminopropyltriethoxysilane) grafted nanoparticles DB060 (250 mg in 10 ml of EtOH). The mixture was stirred during 16 h. The nanoparticles were then centrifugated and washed with water and ethanol and dried under vacuum to afford 232 mg of grafted nanoparticles. The concentration of α-mannose phenylaminocyclobutened... The reactants are COC1=C(C(=O)[C@](C(=O)O)(O)[C@@H](O)C(=O)O)C(=CC=C1)OC ((R,R)-mono(2,6-dimethoxybenzoyl)tartaric acid), BH3 solution, Cl (hydrochloric acid), C[Si](OC1=CCCCC1)(C)C (1-(trimethylsilyl-oxy)cyclohexene), COC=1C=C(C=O)C=CC1 (3-methoxybenzaldehyde). Run in C(CC)#N (propionitrile), O1CCCC1 (tetrahydrofuran). Run at temperature 0 celsius, time 1 hour. Product: OC(C1=CC(=CC=C1)OC)[C@@H]1C(CCCC1)=O ((2R)-2-(1-hydroxy-1-(3-methoxyphenyl)methyl]cyclohexanone). The yield is 149.5%. As a reaction SMILES: C[O:2][C:3]1[CH:20]=[CH:19][CH:18]=[C:17](OC)[C:4]=1C([C@@]([C@H](C(O)=O)O)(O)C(O)=O)=O.C[Si](C)(C)OC1CCCCC=1.[CH3:34][O:35][C:36]1[CH:37]=[C:38]([CH:41]=[CH:42][CH:43]=1)[CH:39]=[O:40].Cl>C(#N)CC.O1CCCC1>[OH:40][CH:39]([C@H:4]1[CH2:17][CH2:18][CH2:19][CH2:20][C:3]1=[O:2])[C:38]1[CH:41]=[CH:42][CH:43]=[C:36]([O:35][CH3:34])[CH:37]=1. Reported procedure: To a solution of (R,R)-mono(2,6-dimethoxybenzoyl)tartaric acid (314 mg) in propionitrile (5 ml) was added 1M BH3 solution (1.0 ml) in tetrahydrofuran at 0° C. under N2. The reaction mixture was stirred for 1 hour at 0° C., and then the solution was cooled to -78° C. To this were added 1-(trimethylsilyl-oxy)cyclohexene (1.0 g) and 3-methoxybenzaldehyde (680 mg) successively. After stirring for 2 hours, the solution was poured into 1N-hydrochloric acid and the product was extracted with ether. The...